Dataset: the Open Reaction Database (ORD), a public repository of structured organic reaction records. Task: describe an organic reaction: reactants, conditions, products, and yield Yields the product Oc1ccc(Br)cc1CNc1ccccc1. As a reaction SMILES: [Br:8][c:9]1[cH:10][cH:11][c:12]([OH:17])[c:13]([CH:14]=[O:15])[cH:16]1.[C:18]([O:19][BH-:20]([O:21][C:22](=[O:23])[CH3:24])[O:25][C:26](=[O:27])[CH3:28])(=[O:29])[CH3:30].[Cl-:32].[Cl:34][CH2:35][CH2:36][Cl:37].[NH2:1][c:2]1[cH:3][cH:4][cH:5][cH:6][cH:7]1.[NH4+:33].[Na+:31]>>[NH:1]([c:2]1[cH:3][cH:4][cH:5][cH:6][cH:7]1)[CH2:14][c:13]1[c:12]([OH:17])[cH:11][cH:10][c:9]([Br:8])[cH:16]1. The reactants are O=Cc1cc(Br)ccc1O, CC(=O)O[BH-](OC(C)=O)OC(C)=O, [Cl-], ClCCCl, Nc1ccccc1, [NH4+], [Na+]. Reactants: C([O-])([O-])=O.[K+].[K+] (Potassium carbonate), C(C)OCC (diethyl ether), BrC1=C(C=CC=C1)C=1C(=NC=C(C1)Cl)OCC1=CC=CC=C1 (3-(2-Bromophenyl)-5-chloro-2-(benzyloxy)pyridine), C(=O)(OCC)C=1C=C(C=CC1)B(O)O (3-(carbethoxy)phenylboronic acid). The reagents and catalysts are C=1C=CC(=CC1)[P](C=2C=CC=CC2)(C=3C=CC=CC3)[Pd]([P](C=4C=CC=CC4)(C=5C=CC=CC5)C=6C=CC=CC6)([P](C=7C=CC=CC7)(C=8C=CC=CC8)C=9C=CC=CC9)[P](C=1C=CC=CC1)(C=1C=CC=CC1)C=1C=CC=CC1 (tetrakis(triphenylphosphine)palladium(0)). Solvent: O (water), C1(=CC=CC=C1)C.C(C)O (toluene ethanol). Reaction conditions: temperature 70 celsius. Product: C(C)OC(=O)C=1C=C(C=CC1)C1=C(C=CC=C1)C=1C(=NC=C(C1)Cl)OCC1=CC=CC=C1 (2′-{5-Chloro-2-(benzyloxy)-3-pyridinyl]-3-biphenylcarboxylic acid ethyl ester). The yield is 32.6%. Reaction SMILES: Br[C:2]1[CH:7]=[CH:6][CH:5]=[CH:4][C:3]=1[C:8]1[C:9]([O:15][CH2:16][C:17]2[CH:22]=[CH:21][CH:20]=[CH:19][CH:18]=2)=[N:10][CH:11]=[C:12]([Cl:14])[CH:13]=1.[C:23]([C:28]1[CH:29]=[C:30](B(O)O)[CH:31]=[CH:32][CH:33]=1)([O:25][CH2:26][CH3:27])=[O:24].C(=O)([O-])[O-].[K+].[K+].C(OCC)C>C1(C)C=CC=CC=1.C(O)C.C1C=CC([P]([Pd]([P](C2C=CC=CC=2)(C2C=CC=CC=2)C2C=CC=CC=2)([P](C2C=CC=CC=2)(C2C=CC=CC=2)C2C=CC=CC=2)[P](C2C=CC=CC=2)(C2C=CC=CC=2)C2C=CC=CC=2)(C2C=CC=CC=2)C2C=CC=CC=2)=CC=1.O>[CH2:26]([O:25][C:23]([C:28]1[CH:33]=[C:32]([C:2]2[CH:7]=[CH:6][CH:5]=[CH:4][C:3]=2[C:8]2[C:9]([O:15][CH2:16][C:17]3[CH:22]=[CH:21][CH:20]=[CH:19][CH:18]=3)=[N:10][CH:11]=[C:12]([Cl:14])[CH:13]=2)[CH:31]=[CH:30][CH:29]=1)=[O:24])[CH3:27] |f:2.3.4,6.7,^1:61,63,82,101|. Procedure: 3-(2-Bromophenyl)-5-chloro-2-(benzyloxy)pyridine (80 mg, 0.214 mmol) and 3-(carbethoxy)phenylboronic acid (42 mg, 0.214 mmol) were dissolved in toluene/ethanol (1:1 1 ml) under nitrogen. Potassium carbonate (236 mg, 1.71 mmol) and tetrakis(triphenylphosphine)palladium(0) (25 mg, 0.0214 mmol) were added and the resulting mixture was heated at 70° C. in a Smithoreator® microwave for 15 minutes. After cooling, diethyl ether (5 ml) and water (5 ml) were added. The organic layer was washed with water...